From a dataset of the Open Reaction Database (ORD), a public repository of structured organic reaction records. describe an organic reaction: reactants, conditions, products, and yield Starting materials: C(C1=CC=CC=C1)OC(=O)N[C@@H](CC1=CC=C(C=C1)C(=O)OC(C)(C)C)C(=O)OC(C)(C)C (tert-butyl N-[(benzyloxy)carbonyl]-4-(tert-butoxycarbonyl)-L-phenylalaninate). Reagents/catalysts: [C].[Pd] (palladium-carbon). Run in C(C)O (ethanol), O1CCCC1 (tetrahydrofuran). Run at time 8 hour. The product is C(C)(C)(C)OC(=O)C1=CC=C(C[C@H](N)C(=O)OC(C)(C)C)C=C1 (tert-butyl 4-(tert-butoxycarbonyl)-L-phenylalaninate). The yield is 107.2%. RXN SMILES: C(OC([NH:11][C@H:12]([C:27]([O:29][C:30]([CH3:33])([CH3:32])[CH3:31])=[O:28])[CH2:13][C:14]1[CH:19]=[CH:18][C:17]([C:20]([O:22][C:23]([CH3:26])([CH3:25])[CH3:24])=[O:21])=[CH:16][CH:15]=1)=O)C1C=CC=CC=1>C(O)C.O1CCCC1.[C].[Pd]>[C:23]([O:22][C:20]([C:17]1[CH:18]=[CH:19][C:14]([CH2:13][C@@H:12]([C:27]([O:29][C:30]([CH3:33])([CH3:32])[CH3:31])=[O:28])[NH2:11])=[CH:15][CH:16]=1)=[O:21])([CH3:24])([CH3:26])[CH3:25] |f:3.4|. Procedure details: To a solution of tert-butyl N-[(benzyloxy)carbonyl]-4-(tert-butoxycarbonyl)-L-phenylalaninate (570 mg) in ethanol (3.00 mL) and tetrahydrofuran (3.00 mL) was added 10% palladium-carbon (138 mg) under an argon atmosphere, and then followed by stirring at room temperature overnight under a hydrogen atmosphere. The reaction suspension was filtered through Celite, and the filtrate was concentrated under reduced pressure to obtain tert-butyl 4-(tert-butoxycarbonyl)-L-phenylalaninate (431 mg). The reactants are COC1=CC2=C(N=C(O2)S)C=C1 (6-methoxy-2-mercaptobenzoxazole), CS(=O)(=O)OCCCC(F)(F)Br (4-bromo-4,4-difluorobutyl methanesulphonate), C([O-])([O-])=O.[K+].[K+] (potassium carbonate). Run in CC(=O)C (acetone). Run at time 18 hour. Product: COC1=CC2=C(N=C(O2)SCCCC(F)(F)Br)C=C1 (6-methoxy-2-(4-bromo-4,4-difluorobutylthio)benzoxazole). As a reaction SMILES: [CH3:1][O:2][C:3]1[CH:12]=[CH:11][C:6]2[N:7]=[C:8]([SH:10])[O:9][C:5]=2[CH:4]=1.CS(O[CH2:18][CH2:19][CH2:20][C:21]([Br:24])([F:23])[F:22])(=O)=O.C(=O)([O-])[O-].[K+].[K+]>CC(C)=O>[CH3:1][O:2][C:3]1[CH:12]=[CH:11][C:6]2[N:7]=[C:8]([S:10][CH2:18][CH2:19][CH2:20][C:21]([Br:24])([F:23])[F:22])[O:9][C:5]=2[CH:4]=1 |f:2.3.4|. Reported procedure: A mixture of 6-methoxy-2-mercaptobenzoxazole (1.77 g, 9.8 mmoles), 4-bromo-4,4-difluorobutyl methanesulphonate (2.4 g, 9 mmoles), potassium carbonate (5 g, 36.2 mmoles) and acetone (60 cm3) was stirred at the ambient temperature for 18 hours. The precipitate which formed was removed by filtration and the filtrate evaporated under reduced pressure to give a brown oil which was purified by chromatography on silica gel, eluted with a 1:4 mixture of ethyl acetate and hexane, to give the title interm... Starting materials: NC(S)=N (isothiourea), C(#N)NC(SC)=NCCSCC1=C(N=CN1)C (N-cyano-N'-{2-[(4-methyl-5-imidazolyl)methylthio]ethyl}-S-methylisothiourea), C(C#CC)N (2-butyne-1-amine), C(CC)#N (propionitrile). Conditions: time 64 hour. The product is C(#N)NC(=NCC#CC)NCCSCC1=C(N=CN1)C (N-Cyano-N'-{2-[(4-methyl-5-imidazolyl)methylthio]ethyl}-N"-(2-butyn-1-yl)guanidine). RXN SMILES: [C:1]([NH:3][C:4](=[N:7][CH2:8][CH2:9][S:10][CH2:11][C:12]1[NH:16][CH:15]=[N:14][C:13]=1[CH3:17])SC)#[N:2].[CH2:18]([NH2:22])[C:19]#[C:20][CH3:21].C(#N)CC.NC(=N)S>>[C:1]([NH:3][C:4]([NH:7][CH2:8][CH2:9][S:10][CH2:11][C:12]1[NH:16][CH:15]=[N:14][C:13]=1[CH3:17])=[N:22][CH2:18][C:19]#[C:20][CH3:21])#[N:2]. Procedure: A mixture of N-cyano-N'-{2-[(4-methyl-5-imidazolyl)methylthio]ethyl}-S-methylisothiourea (3.00 g. 0.0111 mole) and 2-butyne-1-amine (3.07 g., 0.0445 mole) in 60 ml. of propionitrile was stirred at reflux for 40 hours. TLC assay of an aliquot of the reaction mixture showed a trace of the isothiourea starting material, so the mixture was refluxed for an additional 6 hours and then stirred at room temperature for 64 hours. The solvent (along with excess amine) was removed at reduced pressure and th...